Dataset: the Open Reaction Database (ORD), a public repository of structured organic reaction records. Task: describe an organic reaction: reactants, conditions, products, and yield RXN SMILES: [O:1]=[C:2]1[NH:8][CH2:7][CH2:6][CH2:5][N:4]2[C:9]3[N:15]=[C:14]([C:16]([NH:18][C:19]4[CH:24]=[CH:23][CH:22]=[C:21]([C:25]5[N:26]=[CH:27][N:28](C(C6C=CC=CC=6)(C6C=CC=CC=6)C6C=CC=CC=6)[CH:29]=5)[CH:20]=4)=[O:17])[CH:13]=[CH:12][C:10]=3[CH:11]=[C:3]12.C(O)(C(F)(F)F)=O>C(Cl)Cl>[NH:28]1[CH:29]=[C:25]([C:21]2[CH:20]=[C:19]([NH:18][C:16]([C:14]3[CH:13]=[CH:12][C:10]4[CH:11]=[C:3]5[C:2](=[O:1])[NH:8][CH2:7][CH2:6][CH2:5][N:4]5[C:9]=4[N:15]=3)=[O:17])[CH:24]=[CH:23][CH:22]=2)[N:26]=[CH:27]1. The reactants are O=C1C=2N(CCCN1)C1=C(C2)C=CC(=N1)C(=O)NC1=CC(=CC=C1)C=1N=CN(C1)C(C1=CC=CC=C1)(C1=CC=CC=C1)C1=CC=CC=C1 (6-oxo-N-[3-(1-trityl-1H-imidazol-4-yl)phenyl]-7,8,9,10-tetrahydro-6H-pyrido[3′,2′:4,5]pyrrolo[1,2-a][1,4]diazepine-2-carboxamide), C(=O)(C(F)(F)F)O (TFA). Procedure details: To a solution of 6-oxo-N-[3-(1-trityl-1H-imidazol-4-yl)phenyl]-7,8,9,10-tetrahydro-6H-pyrido[3′,2′:4,5]pyrrolo[1,2-a][1,4]diazepine-2-carboxamide (86 mg, 0.14 mmol) in CH2Cl2 (1 mL) is added TFA (0.5 mL). The mixture is stirred at room temperature for 16 hr then is concentrated under reduced pressure. The residue is purified via preparative HPLC using a gradient elution from 10-75% acetonitrile/H2O with 0.1% TFA to afford the title compound (25 mg, 47%). LCMS: 387.86 (M+H+). (System T-med polar)... The product is N1C=NC(=C1)C=1C=C(C=CC1)NC(=O)C=1C=CC=2C=C3N(CCCNC3=O)C2N1 (N-[3-(1H-imidazol-4-yl)phenyl]-6-oxo-7,8,9,10-tetrahydro-6H-pyrido[3′,2′:4,5]pyrrolo[1,2-a][1,4]diazepine-2-carboxamide). Yield: 46.2%. Run in C(Cl)Cl (CH2Cl2). Conditions: time 16 hour. Reactants: C(C)OC([C@H](CC1=CC=C(C=C1)OC(C)(C)C(=O)O)OC)=O ((2S)-3-[4-(1-carboxy-1-methyl-ethoxy)-phenyl]-2-methoxy-propionic acid ethyl ester), C1(=CC(=CC=C1)CN)C1=CC=CC=C1 (C-biphenyl-3-yl-methylamine), C(C)O[C@H](C(=O)O)CC1=CC=C(C=C1)O[C@H](C)C(NCCC1=CC=C(C=C1)OC1=CC=CC=C1)=O ((2S,1R)-2-ethoxy-3-(4-{1-[2-(4-phenoxy-phenyl)-ethylcarbamoyl]-ethoxy}-phenyl)-propionic acid). Yields the product C1(=CC(=CC=C1)CNC(=O)C(C)(OC1=CC=C(C=C1)C[C@@H](C(=O)O)OC)C)C1=CC=CC=C1 ((2S)-3-(4-{1-[(biphenyl-3-ylmethyl)-carbamoyl]-1-methyl-ethoxy}-phenyl)-2-methoxy-propionic acid). Reaction SMILES: C([O:3][C:4](=[O:22])[C@@H:5]([O:20][CH3:21])[CH2:6][C:7]1[CH:12]=[CH:11][C:10]([O:13][C:14]([C:17]([OH:19])=O)([CH3:16])[CH3:15])=[CH:9][CH:8]=1)C.[C:23]1([C:31]2[CH:36]=[CH:35][CH:34]=[CH:33][CH:32]=2)[CH:28]=[CH:27][CH:26]=[C:25]([CH2:29][NH2:30])[CH:24]=1.C(O[C@@H](CC1C=CC(O[C@@H](C(=O)NCCC2C=CC(OC3C=CC=CC=3)=CC=2)C)=CC=1)C(O)=O)C>>[C:23]1([C:31]2[CH:36]=[CH:35][CH:34]=[CH:33][CH:32]=2)[CH:28]=[CH:27][CH:26]=[C:25]([CH2:29][NH:30][C:17]([C:14]([CH3:15])([O:13][C:10]2[CH:9]=[CH:8][C:7]([CH2:6][C@H:5]([O:20][CH3:21])[C:4]([OH:3])=[O:22])=[CH:12][CH:11]=2)[CH3:16])=[O:19])[CH:24]=1. Reported procedure: The title compound was prepared from (2S)-3-[4-(1-carboxy-1-methyl-ethoxy)-phenyl]-2-methoxy-propionic acid ethyl ester (PREPARATION 5, step 2) and C-biphenyl-3-yl-methylamine via the same procedure used for the preparation of (2S,1R)-2-ethoxy-3-(4-{1-[2-(4-phenoxy-phenyl)-ethylcarbamoyl]-ethoxy}-phenyl)-propionic acid (Example 1, step 3) to produce a colorless oil. MS (ES) for C27H29NO5 [M−H]−: 446. Starting materials: O1CCN(CC1)CC1=CC=C(C=CC2=NN(C3=CC(=CC=C23)\C=C/2\C(NC3=CC=CC=C23)=O)COCC[Si](C)(C)C)C=C1 ((E)-3-((3-(4-(morpholinomethyl)styryl)-1-((2-(trimethylsilyl)ethoxy)methyl)-1H-indazol-6-yl)methylene)indolin-2-one), B(F)(F)F.CCOCC (boron trifluoride etherate), Cl (HCl). Product: O1CCN(CC1)CC1=CC=C(C=CC2=NNC3=CC(=CC=C23)\C=C/2\C(NC3=CC=CC=C23)=O)C=C1 ((E)-3-((3-(4-(morpholinomethyl)styryl)-1H-indazol-6-yl)methylene)indolin-2-one). Isolated yield 44.6%. As a reaction SMILES: [O:1]1[CH2:6][CH2:5][N:4]([CH2:7][C:8]2[CH:43]=[CH:42][C:11]([CH:12]=[CH:13][C:14]3[C:22]4[C:17](=[CH:18][C:19](/[CH:23]=[C:24]5/[C:25](=[O:33])[NH:26][C:27]6[C:32]/5=[CH:31][CH:30]=[CH:29][CH:28]=6)=[CH:20][CH:21]=4)[N:16](COCC[Si](C)(C)C)[N:15]=3)=[CH:10][CH:9]=2)[CH2:3][CH2:2]1.B(F)(F)F.CCOCC.Cl>>[O:1]1[CH2:2][CH2:3][N:4]([CH2:7][C:8]2[CH:43]=[CH:42][C:11]([CH:12]=[CH:13][C:14]3[C:22]4[C:17](=[CH:18][C:19](/[CH:23]=[C:24]5/[C:25](=[O:33])[NH:26][C:27]6[C:32]/5=[CH:31][CH:30]=[CH:29][CH:28]=6)=[CH:20][CH:21]=4)[NH:16][N:15]=3)=[CH:10][CH:9]=2)[CH2:5][CH2:6]1 |f:1.2|. Procedure: According to the method of A57C, (E)-3-((3-(4-(morpholinomethyl)styryl)-1-((2-(trimethylsilyl)ethoxy)methyl)-1H-indazol-6-yl)methylene)indolin-2-one (95 mg, 0.16 mmol) was treated with boron trifluoride etherate, followed by 2 N HCl to give the title compound as an orange solid (33 mg, 42%). 1H NMR (400 MHz, CD3OD) δ 8.21 (d, J=8.4 Hz, 1H), 7.85 (d, J=6.0 Hz), 7.78 (d, J=8.2 Hz, 2H), 7.66 (d, J=7.6 Hz, 1H), 7.53-7.58 (m, 5H), 7.24 (t, J=7.7 Hz, 1H), 6.93 (d, J=7.6 Hz, 1H), 6.87 (td, J=6.7 Hz, 0.... The reactants are C1CCOC1, CN1CCOc2ccc3c(ccn3S(=O)(=O)c3ccccc3)c2C1, O=C1CCC(=O)N1Cl. The product is CN1CCOc2ccc3c(c(Cl)cn3S(=O)(=O)c3ccccc3)c2C1. As a reaction SMILES: [CH2:33]1[O:34][CH2:35][CH2:36][CH2:37]1.[CH3:9][N:10]1[CH2:11][CH2:12][O:13][c:14]2[c:15]([c:16]3[cH:17][cH:18][n:19]([S:23](=[O:24])(=[O:25])[c:26]4[cH:27][cH:28][cH:29][cH:30][cH:31]4)[c:20]3[cH:21][cH:22]2)[CH2:32]1.[Cl:1][N:2]1[C:3](=[O:4])[CH2:5][CH2:6][C:7]1=[O:8]>>[Cl:1][c:17]1[c:16]2[c:15]3[c:14]([cH:22][cH:21][c:20]2[n:19]([S:23](=[O:24])(=[O:25])[c:26]2[cH:27][cH:28][cH:29][cH:30][cH:31]2)[cH:18]1)[O:13][CH2:12][CH2:11][N:10]([CH3:9])[CH2:32]3.